From a dataset of the Open Reaction Database (ORD), a public repository of structured organic reaction records. describe an organic reaction: reactants, conditions, products, and yield The reactants are [BH4-].[Li+] (lithium borohydride), Cl (hydrochloric acid), ClC1=CC=CC2=C1C(N1[C@H](C=3N2C=NC3C(=O)OCC)CC1)=O (ethyl (S)-8-chloro-12,12a-dihydro-9-oxo-9H,11H-azeto[2,1-c]imidazo[1,5-a][1,4]benzodiazepine-1-carboxylate), O (water), solution. Run in O1CCCC1 (tetrahydrofuran), O1CCCC1 (tetrahydrofuran). The product is ClC1=CC=CC2=C1C(N1[C@H](C=3N2C=NC3CO)CC1)=O ((S)-8-chloro-12,12 a-dihydro-1-(hydroxymethyl)-9H,11H-azeto[2,1-c]imidazo[1,5-a][1,4]benzodiazepin-9-one). Reaction SMILES: [Cl:1][C:2]1[C:7]2[C:8](=[O:23])[N:9]3[CH2:22][CH2:21][C@H:10]3[C:11]3[N:12]([CH:13]=[N:14][C:15]=3[C:16](OCC)=[O:17])[C:6]=2[CH:5]=[CH:4][CH:3]=1.[BH4-].[Li+].Cl.O>O1CCCC1>[Cl:1][C:2]1[C:7]2[C:8](=[O:23])[N:9]3[CH2:22][CH2:21][C@H:10]3[C:11]3[N:12]([CH:13]=[N:14][C:15]=3[CH2:16][OH:17])[C:6]=2[CH:5]=[CH:4][CH:3]=1 |f:1.2|. Procedure: A suspension of 13.3 g (40 mmol) of ethyl (S)-8-chloro-12,12a-dihydro-9-oxo-9H,11H-azeto[2,1-c]imidazo[1,5-a][1,4]benzodiazepine-1-carboxylate in 85 ml of tetrahydrofuran is heated to 50° and a suspension of 1.06 g (48.7 mmol) of lithium borohydride in 15 ml of tetrahydrofuran is then added dropwise to the solution obtained. The white suspension is subsequently heated to boiling under reflux for 70 minutes. The mixture is cooled to 20° and 54 ml of a solution consisting of 27 ml of conc. hydroch...